Dataset: the Open Reaction Database (ORD), a public repository of structured organic reaction records. Task: describe an organic reaction: reactants, conditions, products, and yield Yields the product C1CCC2=CC(=CC=C12)OCCCOC1=CC=C(C=C1)C[C@@H](C(=O)O)OC ((2S)-3-{4-[3-(indan-5-yloxy)-propoxy]-phenyl}-2-methoxy-propionic acid). Reactants: C(C)OC([C@H](CC1=CC=C(C=C1)OCCCBr)OC)=O ((2S)-3-[4-(3-bromo-propoxy)-phenyl]-2-methoxy-propionic acid ethyl ester), C1CCC2=CC(=CC=C12)O (indan-5-ol), CO[C@H](C(=O)O)CC1=CC=C(C=C1)OCCCOC1=CC=CC=C1 ((2S)-2-methoxy-3-[4-(3-phenoxy-propoxy)-phenyl]-propionic acid). Reaction SMILES: C([O:3][C:4](=[O:20])[C@@H:5]([O:18][CH3:19])[CH2:6][C:7]1[CH:12]=[CH:11][C:10]([O:13][CH2:14][CH2:15][CH2:16]Br)=[CH:9][CH:8]=1)C.[CH2:21]1[C:29]2[C:24](=[CH:25][C:26]([OH:30])=[CH:27][CH:28]=2)[CH2:23][CH2:22]1.CO[C@@H](CC1C=CC(OCCCOC2C=CC=CC=2)=CC=1)C(O)=O>>[CH2:21]1[C:29]2[C:24](=[CH:25][C:26]([O:30][CH2:16][CH2:15][CH2:14][O:13][C:10]3[CH:9]=[CH:8][C:7]([CH2:6][C@H:5]([O:18][CH3:19])[C:4]([OH:3])=[O:20])=[CH:12][CH:11]=3)=[CH:27][CH:28]=2)[CH2:23][CH2:22]1. Reported procedure: The title compound was prepared from (2S)-3-[4-(3-bromo-propoxy)-phenyl]-2-methoxy-propionic acid ethyl ester (Example 284, Step 2) and indan-5-ol via the same procedure used for the preparation of (2S)-2-methoxy-3-[4-(3-phenoxy-propoxy)-phenyl]-propionic acid (Example 285, Step 1), to produce a colorless oil. Reactants: CCCNCC=O, CSc1nnc(N=C=O)s1, c1ccccc1. Product: CCCN(CC=O)C(=O)Nc1nnc(SC)s1. RXN SMILES: [CH2:11]([CH2:12][CH3:13])[NH:14][CH2:15][CH:16]=[O:17].[CH3:1][S:2][c:3]1[n:4][n:5][c:6]([N:8]=[C:9]=[O:10])[s:7]1.[cH:18]1[cH:19][cH:20][cH:21][cH:22][cH:23]1>>[CH3:1][S:2][c:3]1[n:4][n:5][c:6]([NH:8][C:9](=[O:10])[N:14]([CH2:11][CH2:12][CH3:13])[CH2:15][CH:16]=[O:17])[s:7]1. Starting materials: N(=NC(=O)OC(C)C)C(=O)OC(C)C (diisopropyl azodicarboxylate), ClC1=C(C(=CC(=C1)OCC=C(Cl)Cl)Cl)O (2,6-dichloro-4-(3,3-dichloro-2-propenyloxy)phenol), ClC(=CCON=CC1=CC=C(C=C1)CO)Cl (4-(hydroxymethyl)benzaldehyde O-(3,3-dichloro-2-propenyl)oxime), C1(=CC=CC=C1)P(C1=CC=CC=C1)C1=CC=CC=C1 (triphenylphosphine). Run in ClCCl (dichloromethane). Reaction conditions: time 12 hour. The product is ClC(=CCON=CC1=CC=C(C=C1)COC1=C(C=C(C=C1Cl)OCC=C(Cl)Cl)Cl)Cl (4-((2,6-dichloro-4-(3,3-dichloro-2-propenyloxy)phenoxy)methyl)benzaldehyde O-(3,3-dichloro-2-propenyl)oxime). Isolated yield 66.7%. RXN SMILES: [Cl:1][C:2]1[CH:7]=[C:6]([O:8][CH2:9][CH:10]=[C:11]([Cl:13])[Cl:12])[CH:5]=[C:4]([Cl:14])[C:3]=1[OH:15].[Cl:16][C:17]([Cl:31])=[CH:18][CH2:19][O:20][N:21]=[CH:22][C:23]1[CH:28]=[CH:27][C:26]([CH2:29]O)=[CH:25][CH:24]=1.C1(P(C2C=CC=CC=2)C2C=CC=CC=2)C=CC=CC=1.N(C(OC(C)C)=O)=NC(OC(C)C)=O>ClCCl>[Cl:16][C:17]([Cl:31])=[CH:18][CH2:19][O:20][N:21]=[CH:22][C:23]1[CH:24]=[CH:25][C:26]([CH2:29][O:15][C:3]2[C:2]([Cl:1])=[CH:7][C:6]([O:8][CH2:9][CH:10]=[C:11]([Cl:13])[Cl:12])=[CH:5][C:4]=2[Cl:14])=[CH:27][CH:28]=1. Procedure: To a mixture of 0.35 g of 2,6-dichloro-4-(3,3-dichloro-2-propenyloxy)phenol, 0.32 g of 4-(hydroxymethyl)benzaldehyde O-(3,3-dichloro-2-propenyl)oxime, 0.32 g of triphenylphosphine, and 10 ml of dichloromethane was slowly added dropwise 0.25 g of diisopropyl azodicarboxylate. After stirring at room temperature for 12 hours, the reaction mixture was concentrated to give a residue. This residue was subjected to silica gel chromatography, which afforded 0.43 g (yield, 67%) of 4-((2,6-dichloro-4-(3,3... Conditions: temperature 0 celsius, time 30 minute. Reported procedure: To a solution of Intermediate 122.1 (50 mg, 0.06 mmol) in THF (1 mL) was added EtMgBr dropwise at 0° C. under N2 atmosphere, the reaction mixture was stirred at 0° C. for 30 min. The reaction mixture was then partionated between EtOAc and sat. NaCl, the organic layer was collected and dried over (Na2SO4), filtered and concentrated. The crude material Intermediate 122.2 was used as is in the following step. LCMS (2 min gradient) RT=2.23 min, 828.4 (M+H). Starting materials: C(C)OC=1C=C(C(=C(C1)C(C=1N(C=C(N1)C1=C(C=O)C=CC=C1)C(C1=CC=CC=C1)(C1=CC=CC=C1)C1=CC=CC=C1)NC1=CC=C(C=C1)C1=NOC(=N1)C)F)OC(C)C (2-(2-((5-ethoxy-2-fluoro-3-isopropoxyphenyl)(4-(5-methyl-1,2,4-oxadiazol-3-yl)phenylamino)methyl)-1-trityl-1H-imidazol-4-yl)benzaldehyde), CC[Mg+].[Br-] (EtMgBr), [Na+].[Cl-] (NaCl), CCOC(=O)C (EtOAc). Reaction SMILES: [CH2:1]([O:3][C:4]1[CH:5]=[C:6]([O:57][CH:58]([CH3:60])[CH3:59])[C:7]([F:56])=[C:8]([CH:10]([NH:43][C:44]2[CH:49]=[CH:48][C:47]([C:50]3[N:54]=[C:53]([CH3:55])[O:52][N:51]=3)=[CH:46][CH:45]=2)[C:11]2[N:12]([C:24]([C:37]3[CH:42]=[CH:41][CH:40]=[CH:39][CH:38]=3)([C:31]3[CH:36]=[CH:35][CH:34]=[CH:33][CH:32]=3)[C:25]3[CH:30]=[CH:29][CH:28]=[CH:27][CH:26]=3)[CH:13]=[C:14]([C:16]3[CH:23]=[CH:22][CH:21]=[CH:20][C:17]=3[CH:18]=[O:19])[N:15]=2)[CH:9]=1)[CH3:2].[CH3:61][CH2:62][Mg+].[Br-].CCOC(C)=O.[Na+].[Cl-]>C1COCC1>[CH2:1]([O:3][C:4]1[CH:5]=[C:6]([O:57][CH:58]([CH3:59])[CH3:60])[C:7]([F:56])=[C:8]([CH:10]([NH:43][C:44]2[CH:45]=[CH:46][C:47]([C:50]3[N:54]=[C:53]([CH3:55])[O:52][N:51]=3)=[CH:48][CH:49]=2)[C:11]2[N:12]([C:24]([C:37]3[CH:42]=[CH:41][CH:40]=[CH:39][CH:38]=3)([C:25]3[CH:26]=[CH:27][CH:28]=[CH:29][CH:30]=3)[C:31]3[CH:36]=[CH:35][CH:34]=[CH:33][CH:32]=3)[CH:13]=[C:14]([C:16]3[CH:23]=[CH:22][CH:21]=[CH:20][C:17]=3[CH:18]([OH:19])[CH2:61][CH3:62])[N:15]=2)[CH:9]=1)[CH3:2] |f:1.2,4.5|. The product is C(C)OC=1C=C(C(=C(C1)C(C=1N(C=C(N1)C1=C(C=CC=C1)C(CC)O)C(C1=CC=CC=C1)(C1=CC=CC=C1)C1=CC=CC=C1)NC1=CC=C(C=C1)C1=NOC(=N1)C)F)OC(C)C (1-(2-(2-((5-ethoxy-2-fluoro-3-isopropoxyphenyl)(4-(5-methyl-1,2,4-oxadiazol-3-yl)phenylamino)methyl)-1-trityl-1H-imidazol-4-yl)phenyl)propan-1-ol). The solvent is C1CCOC1 (THF).